describe an organic reaction: reactants, conditions, products, and yield From a dataset of the Open Reaction Database (ORD), a public repository of structured organic reaction records. Starting materials: CC(=O)OC1C(C)OC(O)C(OC(C)=O)C1OC(C)=O, CC#N, [Cl-], N#CC(Cl)(Cl)Cl, [Li+], C1CCC2=NCCCN2CC1. The product is CC(=O)OC1C(C)OC(OC(=N)C(Cl)(Cl)Cl)C(OC(C)=O)C1OC(C)=O. As a reaction SMILES: [C:1]([CH3:2])(=[O:3])[O:4][CH:5]1[CH:6]([OH:7])[O:8][CH:9]([CH3:20])[CH:10]([O:16][C:17]([CH3:18])=[O:19])[CH:11]1[O:12][C:13]([CH3:14])=[O:15].[CH3:40][C:41]#[N:42].[Cl-:22].[Cl:34][C:35]([C:36]#[N:37])([Cl:38])[Cl:39].[Li+:21].[N:23]12[CH2:24][CH2:25][CH2:26][N:27]=[C:28]1[CH2:29][CH2:30][CH2:31][CH2:32][CH2:33]2>>[C:1]([CH3:2])(=[O:3])[O:4][CH:5]1[CH:6]([O:7][C:36]([C:35]([Cl:34])([Cl:38])[Cl:39])=[NH:37])[O:8][CH:9]([CH3:20])[CH:10]([O:16][C:17]([CH3:18])=[O:19])[CH:11]1[O:12][C:13]([CH3:14])=[O:15]. Reactants: COc1cccc2c1CC(NC(C)=O)CC2, O=C([O-])O, [Na+], [Na+], O=[N+]([O-])[O-], O=C(O)C(F)(F)F. Product: COc1ccc([N+](=O)[O-])c2c1CC(NC(C)=O)CC2. Reaction SMILES: [C:1]([CH3:2])(=[O:3])[NH:4][CH:5]1[CH2:6][c:7]2[c:8]([O:15][CH3:16])[cH:9][cH:10][cH:11][c:12]2[CH2:13][CH2:14]1.[C:29](=[O:30])([OH:31])[O-:32].[Na+:24].[Na+:33].[O-:25][N+:26]([O-:27])=[O:28].[OH:17][C:18]([C:19]([F:20])([F:21])[F:22])=[O:23]>>[C:1]([CH3:2])(=[O:3])[NH:4][CH:5]1[CH2:6][c:7]2[c:8]([O:15][CH3:16])[cH:9][cH:10][c:11]([N+:26](=[O:25])[O-:27])[c:12]2[CH2:13][CH2:14]1. Solvent: ice. Yields the product BrC=1C=C2C(=C(C(=NC2=C(C1)C)Cl)C1=CC=CC=C1)Cl (6-Bromo-2,4-dichloro-8-methyl-3-phenylquinoline). Procedure: A mixture of 2-phenylmalonic acid (7.62 g, 42.3 mmol) and POCl3 (32.8 mL, 352 mmol) was stirred at reflux (130° C. aluminum block temp) for 10 min, and the resulting homogeneous yellow solution was cooled on an ice bath. 4-Bromo-2-methylaniline (6.56 g, 35.2 mmol) was added in one portion and the mixture was refluxed for 2 hours. The dark solution was allowed to cool to room temperature and was diluted with DCM (70 mL) and ice (100 mL), and stirred under ambient conditions for ˜5-10 min at which... Reaction SMILES: [C:1]1([CH:7]([C:11](O)=O)C(O)=O)[CH:6]=[CH:5][CH:4]=[CH:3][CH:2]=1.O=P(Cl)(Cl)[Cl:16].[Al].[Br:20][C:21]1[CH:27]=[CH:26][C:24]([NH2:25])=[C:23]([CH3:28])[CH:22]=1.[CH2:29]([Cl:31])Cl>>[Br:20][C:21]1[CH:27]=[C:26]2[C:24](=[C:23]([CH3:28])[CH:22]=1)[N:25]=[C:11]([Cl:16])[C:7]([C:1]1[CH:6]=[CH:5][CH:4]=[CH:3][CH:2]=1)=[C:29]2[Cl:31]. The reactants are BrC1=CC(=C(N)C=C1)C (4-Bromo-2-methylaniline), C1(=CC=CC=C1)C(C(=O)O)C(=O)O (2-phenylmalonic acid), O=P(Cl)(Cl)Cl (POCl3), C(Cl)Cl (DCM), [Al] (aluminum), O=P(Cl)(Cl)Cl (POCl3). Starting materials: COC(C1=CC=C(C=C1)C1CCN(CC1)CCC)=O (4-(1-Propyl-piperidin-4-yl)-benzoic acid methyl ester), Cl (HCl). Run at temperature 2 celsius. Product: Cl.C(CC)N1CCC(CC1)C1=CC=C(C(=O)O)C=C1 (4-(1-Propyl-piperidin-4-yl)-benzoic acid hydrochloride). As a reaction SMILES: C[O:2][C:3](=[O:19])[C:4]1[CH:9]=[CH:8][C:7]([CH:10]2[CH2:15][CH2:14][N:13]([CH2:16][CH2:17][CH3:18])[CH2:12][CH2:11]2)=[CH:6][CH:5]=1.[ClH:20]>>[ClH:20].[CH2:16]([N:13]1[CH2:12][CH2:11][CH:10]([C:7]2[CH:6]=[CH:5][C:4]([C:3]([OH:19])=[O:2])=[CH:9][CH:8]=2)[CH2:15][CH2:14]1)[CH2:17][CH3:18] |f:2.3|. Reported procedure: 4-(1-Propyl-piperidin-4-yl)-benzoic acid methyl ester (32 mmol) is dissolved in 4N HCl (45 ml) and heated under reflux for 7 hours. The mixture is cooled in an ice bath to 0-4° C. and the solid material formed is filtered off, washed with cold acetone and dried (vacuum). A brown powder with mp. >270° C., Rf=0.08 (CH2Cl2/MeOH=9:1) is obtained. The reactants are ClC1=CC(=CC=C1)C(=O)OO (m-chloroperbenzoic acid), CCOCC (ether), ClC1=CC2=C(NC(=N2)SC2=C(C=CC(=C2)N(C)C)N(C)C)C=C1 (2-(5-Chloro-1H-benzimidazol-2-yl thio)-N,N,N',N'-tetramethyl-1,4-benzenediamine). The solvent is C(C)(=O)OCC (ethyl acetate), petroleum ether, C(C)(=O)OCC (ethyl acetate). Reaction conditions: time 3 hour. The product is ClC1=CC2=C(NC(=N2)S(=O)C2=C(C=CC(=C2)N(C)C)N(C)C)C=C1 (2-(5-Chloro-1H-benzimidazol-2-yl sulphinyl)-N,N,N',N'-tetramethyl-1,4-benzenediamine). RXN SMILES: [Cl:1][C:2]1[CH:23]=[CH:22][C:5]2[NH:6][C:7]([S:9][C:10]3[CH:15]=[C:14]([N:16]([CH3:18])[CH3:17])[CH:13]=[CH:12][C:11]=3[N:19]([CH3:21])[CH3:20])=[N:8][C:4]=2[CH:3]=1.ClC1C=CC=C(C(OO)=[O:32])C=1.CCOCC>C(OCC)(=O)C>[Cl:1][C:2]1[CH:23]=[CH:22][C:5]2[NH:6][C:7]([S:9]([C:10]3[CH:15]=[C:14]([N:16]([CH3:17])[CH3:18])[CH:13]=[CH:12][C:11]=3[N:19]([CH3:21])[CH3:20])=[O:32])=[N:8][C:4]=2[CH:3]=1. Reported procedure: The product of step (a) above (550 mg) was dissolved in ethyl acetate (20 ml) and cooled to -10°. A solution of m-chloroperbenzoic acid (320 mg of 85%) in ethyl acetate (5 ml) was cooled to 0° and added to the above solution. After stirring at below 0° for 3 hours the solution was washed with sodium bicarbonate solution, sodium metabisulphite solution, water and brine, and then dried and concentrated in vacuo. The residue was flash chromatographed to produce a yellow gum. Trituration with ether ... The reactants are CC#N, CCN(C(C)C)C(C)C, Clc1ncc(Br)cn1, Clc1ccc(CNC2CCNC2)c(Cl)c1. The product is Clc1ccc(CNC2CCN(c3ncc(Br)cn3)C2)c(Cl)c1. RXN SMILES: [CH3:33][C:34]#[N:35].[CH:24]([N:25]([CH:26]([CH3:27])[CH3:28])[CH2:29][CH3:30])([CH3:31])[CH3:32].[Cl:16][c:17]1[n:18][cH:19][c:20]([Br:23])[cH:21][n:22]1.[Cl:1][c:2]1[c:3]([CH2:4][NH:5][CH:6]2[CH2:7][NH:8][CH2:9][CH2:10]2)[cH:11][cH:12][c:13]([Cl:15])[cH:14]1>>[Cl:1][c:2]1[c:3]([CH2:4][NH:5][CH:6]2[CH2:7][N:8]([c:17]3[n:18][cH:19][c:20]([Br:23])[cH:21][n:22]3)[CH2:9][CH2:10]2)[cH:11][cH:12][c:13]([Cl:15])[cH:14]1.